Dataset: the Open Reaction Database (ORD), a public repository of structured organic reaction records. Task: describe an organic reaction: reactants, conditions, products, and yield Starting materials: FC=1C=C(C=CC1C(=O)OC)[C@@H]1N(CCC1)C(=O)OC(C)(C)C ((R)-tert-butyl 2-(3-fluoro-4-(methoxycarbonyl)phenyl)pyrrolidine-1-carboxylate), O.[OH-].[Li+] (lithium hydroxide monohydrate), Cl (hydrochloric acid). Run in O1CCCC1 (tetrahydrofuran), O (water), CO (methanol). Conditions: time 2 hour. Product: C(C)(C)(C)OC(=O)N1[C@H](CCC1)C1=CC(=C(C(=O)O)C=C1)F ((R)-4-(1-(tert-butoxycarbonyl)pyrrolidin-2-yl)-2-fluorobenzoic acid). Isolated yield 87.1%. RXN SMILES: [F:1][C:2]1[CH:3]=[C:4]([C@H:12]2[CH2:16][CH2:15][CH2:14][N:13]2[C:17]([O:19][C:20]([CH3:23])([CH3:22])[CH3:21])=[O:18])[CH:5]=[CH:6][C:7]=1[C:8]([O:10]C)=[O:9].O.[OH-].[Li+].Cl>O1CCCC1.O.CO>[C:20]([O:19][C:17]([N:13]1[CH2:14][CH2:15][CH2:16][C@@H:12]1[C:4]1[CH:5]=[CH:6][C:7]([C:8]([OH:10])=[O:9])=[C:2]([F:1])[CH:3]=1)=[O:18])([CH3:23])([CH3:21])[CH3:22] |f:1.2.3|. Reported procedure: To a solution of EXAMPLE 92A (2.65 g, 8.2 mmol) in tetrahydrofuran (20 mL) was added lithium hydroxide monohydrate (688 mg, 16.4 mmol) in 20 mL of water and methanol added until a transparent solution formed. This mixture was stirred at ambient temperature for 2 hours and acidified with 2N hydrochloric acid to pH 2. The mixture was concentrated to about 10 mL, diluted with water and let stand at ambient temperature overnight. The white solid was collected by filtration, washed with water and dri... Starting materials: CC#CCn1c(N2CCN(C(=O)OC(C)(C)C)CC2)nc2c1c(=O)n(COC(=O)C(C)(C)C)c(=O)n2COC(=O)C(C)(C)C, C1CCC2CCCNN=C2C1, CO, C1CCOC1. The product is CC#CCn1c(N2CCN(C(=O)OC(C)(C)C)CC2)nc2[nH]c(=O)n(COC(=O)C(C)(C)C)c(=O)c21. RXN SMILES: [C:1]([CH3:2])([CH3:3])([CH3:4])[O:5][C:6](=[O:7])[N:8]1[CH2:9][CH2:10][N:11]([c:14]2[n:15][c:16]3[n:17]([CH2:37][O:38][C:39](=[O:40])[C:41]([CH3:42])([CH3:43])[CH3:44])[c:18](=[O:36])[n:19]([CH2:28][O:29][C:30]([C:31]([CH3:32])([CH3:33])[CH3:34])=[O:35])[c:20](=[O:27])[c:21]3[n:22]2[CH2:23][C:24]#[C:25][CH3:26])[CH2:12][CH2:13]1.[C:52]12=[N:62][NH:61][CH2:60][CH2:59][CH2:58][CH:57]1[CH2:56][CH2:55][CH2:54][CH2:53]2.[CH3:50][OH:51].[O:45]1[CH2:46][CH2:47][CH2:48][CH2:49]1>>[C:1]([CH3:2])([CH3:3])([CH3:4])[O:5][C:6](=[O:7])[N:8]1[CH2:9][CH2:10][N:11]([c:14]2[n:15][c:16]3[nH:17][c:18](=[O:36])[n:19]([CH2:28][O:29][C:30]([C:31]([CH3:32])([CH3:33])[CH3:34])=[O:35])[c:20](=[O:27])[c:21]3[n:22]2[CH2:23][C:24]#[C:25][CH3:26])[CH2:12][CH2:13]1. Starting materials: C(C1=CC=CC=C1)N(CC1=CC=CC=C1)[C@@H](CC1=CC=CC=C1)C(CCC(C)C)=O (2(S)-(N,N-Dibenzylamino)-1-phenyl-3-oxo-6-methylheptane), [BH4-].[Na+] (sodium borohydride). Run in CO (methanol), O1CCCC1 (tetrahydrofuran). Conditions: temperature -20 celsius. Product: C(C1=CC=CC=C1)N(CC1=CC=CC=C1)[C@@H](CC1=CC=CC=C1)[C@H](CCC(C)C)O (2(S)-(N,N-dibenzylamino)-1-phenyl-3(S)-hydroxy-6-methylheptane). Isolated yield 56.5%. Reaction SMILES: [CH2:1]([N:8]([C@H:16]([C:24](=[O:30])[CH2:25][CH2:26][CH:27]([CH3:29])[CH3:28])[CH2:17][C:18]1[CH:23]=[CH:22][CH:21]=[CH:20][CH:19]=1)[CH2:9][C:10]1[CH:15]=[CH:14][CH:13]=[CH:12][CH:11]=1)[C:2]1[CH:7]=[CH:6][CH:5]=[CH:4][CH:3]=1.[BH4-].[Na+]>CO.O1CCCC1>[CH2:1]([N:8]([C@H:16]([C@@H:24]([OH:30])[CH2:25][CH2:26][CH:27]([CH3:28])[CH3:29])[CH2:17][C:18]1[CH:23]=[CH:22][CH:21]=[CH:20][CH:19]=1)[CH2:9][C:10]1[CH:11]=[CH:12][CH:13]=[CH:14][CH:15]=1)[C:2]1[CH:3]=[CH:4][CH:5]=[CH:6][CH:7]=1 |f:1.2|. Procedure: 2(S)-(N,N-Dibenzylamino)-1-phenyl-3-oxo-6-methylheptane (100 g) was dissolved in a mixture of methanol (500 ml) and tetrahydrofuran (500 ml), and the solution was cooled to -20° C. To the solution was portionwise added sodium borohydride (63 g) at said temperature. After the completion of the reaction, the reaction mixture was concentrated under reduced pressure, and ethyl acetate (500 ml) and water (500 ml) were added to the residue for extraction. The water layer was re-extracted with ethyl ac... Reactants: C(=O)(O)C(C)OC1=NN(C=N1)C1=CC=C(C=C1)C(F)(F)F (3-(1-carboxyethoxy)-1-(4-trifluoromethylphenyl)-1,2,4-1H-triazole), CNC (dimethylamine). Yields the product CN(C(=O)C(C)OC1=NN(C=N1)C1=CC=C(C=C1)C(F)(F)F)C (3-(1-dimethylaminocarbonylethoxy)-1-(4-trifluoromethylphenyl)-1,2,4-1H-triazole). Reaction SMILES: [C:1]([CH:4]([O:6][C:7]1[N:11]=[CH:10][N:9]([C:12]2[CH:17]=[CH:16][C:15]([C:18]([F:21])([F:20])[F:19])=[CH:14][CH:13]=2)[N:8]=1)[CH3:5])([OH:3])=O.[CH3:22][NH:23][CH3:24]>>[CH3:22][N:23]([CH3:24])[C:1]([CH:4]([O:6][C:7]1[N:11]=[CH:10][N:9]([C:12]2[CH:17]=[CH:16][C:15]([C:18]([F:21])([F:20])[F:19])=[CH:14][CH:13]=2)[N:8]=1)[CH3:5])=[O:3]. Procedure: Three g of the product of Example 65 was reacted with 4 ml of 45% aqueous dimethylamine, substantially as shown in Example 60, to obtain 1.2 g of the desired product, m.p. 102°-104°. Starting materials: N1C=NC=C1 (imidazole), ClC(C(=O)OCC)=O (ethyl chlorooxoacetate). The solvent is O1CCCC1 (tetrahydrofuran), O1CCCC1 (tetrahydrofuran). Run at time 1 hour. The product is N1(C=NC=C1)C(C(=O)OCC)=O (ethyl 2-(1H-imidazol-1-yl)-2-oxoacetate). Yield: 95.2%. Reaction SMILES: [NH:1]1[CH:5]=[CH:4][N:3]=[CH:2]1.Cl[C:7](=[O:13])[C:8]([O:10][CH2:11][CH3:12])=[O:9]>O1CCCC1>[N:1]1([C:7](=[O:13])[C:8]([O:10][CH2:11][CH3:12])=[O:9])[CH:5]=[CH:4][N:3]=[CH:2]1. Reported procedure: To a suspension of imidazole (12.2 g, 175 mmol) in tetrahydrofuran (250 ml) was added ethyl chlorooxoacetate (10 mL, 90 mmol) in tetrahydrofuran (250 ml) at 0° C., and the mixture was stirred for 1 hour and then filtered off and washed with cold tetrahydarofuran (100 mL). The solvent was evaporated off under the reduced pressure to obtain 14.4 g of the title compound. Reactants: CCN=C=NCCCN(C)C, CNc1nc(C)nc(N2CCC(C(=O)O)CC2)n1, CN1CCOCC1, ClCCl, N#Cc1ccc(CN)c(C(F)(F)F)c1, On1nnc2ccccc21. The product is CNc1nc(C)nc(N2CCC(C(=O)NCc3ccc(C#N)cc3C(F)(F)F)CC2)n1. Reaction SMILES: [CH3:19][CH2:20][N:21]=[C:22]=[N:23][CH2:24][CH2:25][CH2:26][N:27]([CH3:28])[CH3:29].[CH3:1][c:2]1[n:3][c:4]([N:10]2[CH2:11][CH2:12][CH:13]([C:16](=[O:17])[OH:18])[CH2:14][CH2:15]2)[n:5][c:6]([NH:8][CH3:9])[n:7]1.[CH3:40][N:41]1[CH2:42][CH2:43][O:44][CH2:45][CH2:46]1.[Cl:61][CH2:62][Cl:63].[NH2:47][CH2:48][c:49]1[c:50]([C:57]([F:58])([F:59])[F:60])[cH:51][c:52]([C:53]#[N:54])[cH:55][cH:56]1.[OH:30][n:31]1[c:32]2[c:33]([cH:34][cH:35][cH:36][cH:37]2)[n:38][n:39]1>>[CH3:1][c:2]1[n:3][c:4]([N:10]2[CH2:11][CH2:12][CH:13]([C:16](=[O:18])[NH:47][CH2:48][c:49]3[c:50]([C:57]([F:58])([F:59])[F:60])[cH:51][c:52]([C:53]#[N:54])[cH:55][cH:56]3)[CH2:14][CH2:15]2)[n:5][c:6]([NH:8][CH3:9])[n:7]1. Starting materials: O=C([O-])[O-], CN1CCCC1=O, O=C(Cl)Oc1ccccc1, [K+], [K+], COc1ccc(N)cn1. Reaction SMILES: [C:10](=[O:11])([O-:12])[O-:13].[CH3:26][N:27]1[CH2:28][CH2:29][CH2:30][C:31]1=[O:32].[Cl:16][C:17](=[O:18])[O:19][c:20]1[cH:21][cH:22][cH:23][cH:24][cH:25]1.[K+:14].[K+:15].[NH2:1][c:2]1[cH:3][cH:4][c:5]([O:8][CH3:9])[n:6][cH:7]1>>[NH:1]([c:2]1[cH:3][cH:4][c:5]([O:8][CH3:9])[n:6][cH:7]1)[C:17](=[O:18])[O:19][c:20]1[cH:21][cH:22][cH:23][cH:24][cH:25]1. Product: COc1ccc(NC(=O)Oc2ccccc2)cn1. The reactants are FC=1C=C(C=CC1F)[N+](=O)[O-] (3,4-difluoro-nitrobenzene), CN (methylamine). Run in O (water). Run at time 30 minute. The product is FC1=C(C=CC(=C1)[N+](=O)[O-])NC ((2-fluoro-4-nitro-phenyl)-methyl-amine). RXN SMILES: [F:1][C:2]1[CH:3]=[C:4]([N+:9]([O-:11])=[O:10])[CH:5]=[CH:6][C:7]=1F.[CH3:12][NH2:13]>O>[F:1][C:2]1[CH:3]=[C:4]([N+:9]([O-:11])=[O:10])[CH:5]=[CH:6][C:7]=1[NH:13][CH3:12]. Reported procedure: To 3,4-difluoro-nitrobenzene (13, 5.0 g, 31.4 mmol) taken in dimethyl sulfoxie (30 mL) was added 40% aqueous methylamine in portions. The reaction was stirred at room temperature for 30 minutes. The reaction was diluted with 150 mL of water and the resulting precipitate was filtered and dried under vacuum to obtain solid (5.34 g) in 98% isolated yield.